From a dataset of the Open Reaction Database (ORD), a public repository of structured organic reaction records. describe an organic reaction: reactants, conditions, products, and yield Starting materials: C1(=C(C(=C(C(=C1)C)S(=O)(=O)Cl)C)S(=O)(=O)Cl)C (2,4-mesitylenedisulfonyl chloride), SCCO (2-mercaptoethanol), ( 37 ), N(CCO)(CCO)CCO (triethanolamine), ( 37 ), SCCO (2-mercaptoethanol). The reagents and catalysts are N(CCO)(CCO)CCO (triethanolamine). Reaction conditions: time 30 minute. Yields the product C1(=C(C(=C(C(=C1)C)S(=O)(=O)Cl)C)S(=O)(=O)Cl)C.SCCO (2,4-mesitylenedisulfonylchloride 2-mercaptoethanol). Reaction SMILES: [SH:1][CH2:2][CH2:3][OH:4].N(CCO)(CCO)CCO.[C:15]1([CH3:31])[CH:20]=[C:19]([CH3:21])[C:18]([S:22]([Cl:25])(=[O:24])=[O:23])=[C:17]([CH3:26])[C:16]=1[S:27]([Cl:30])(=[O:29])=[O:28]>N(CCO)(CCO)CCO>[C:15]1([CH3:31])[CH:20]=[C:19]([CH3:21])[C:18]([S:22]([Cl:25])(=[O:24])=[O:23])=[C:17]([CH3:26])[C:16]=1[S:27]([Cl:30])(=[O:28])=[O:29].[SH:1][CH2:2][CH2:3][OH:4] |f:4.5|. Procedure details: Next, the mixed vapor of 2-mercaptoethanol and triethanolamine in the condensing chamber 2 was adiabatically expanded, and the introduced modified particles (37) were exposed thereto for 30 minutes. Consequently, a further polymerization reaction, using triethanolamine as a catalyst, took place on the surface of the modified particles (37) between 2,4-mesitylenedisulfonyl chloride and 2-mercaptoethanol, forming a film of 2,4-mesitylenedisulfonylchloride-2-mercaptoethanol co-polymer.